Dataset: the Open Reaction Database (ORD), a public repository of structured organic reaction records. Task: describe an organic reaction: reactants, conditions, products, and yield Reactants: BrCCBr (1,2-dibromoethane), O1C(=CC=C1)P(C=1OC=CC1)C=1OC=CC1 (trifurylphosphine), COC([C@@H](NC(=O)OCC1=CC=CC=C1)CC1=CC(=C(C=C1)I)C)=O (N-(benzyloxycarbonyl)-4-iodo-3-methyl-L-phenylalanine methyl ester), [Cl-].[NH4+] (ammonium chloride), C=C (ethylene), C[Si](Cl)(C)C (trimethylchlorosilane), IC=1C(N(C(N(C1C)C)=O)C)=O (5-iodo-1,3,6-trimethyl uracil). The reagents and catalysts are C=1C=CC(=CC1)/C=C/C(=O)/C=C/C2=CC=CC=C2.C=1C=CC(=CC1)/C=C/C(=O)/C=C/C2=CC=CC=C2.[Pd] (Pd(dba)2), [Zn] (zinc), [Zn] (zinc). Solvent: C1CCOC1 (THF), C1CCOC1 (THF), CC(=O)N(C)C (DMA). Run at time 15 minute. The product is COC([C@@H](NC(=O)OCC1=CC=CC=C1)CC1=CC(=C(C=C1)C=1C(N(C(N(C1C)C)=O)C)=O)C)=O (N-(benzyloxycarbonyl)-4-(1,3,6-trimethyl-2,4-dioxo-5-pyrimidinyl)-3-methyl-L-phenylalanine methyl ester). Isolated yield 29.6%. Reaction SMILES: BrCCBr.C=C.C[Si](C)(C)Cl.I[C:13]1[C:14](=[O:23])[N:15]([CH3:22])[C:16](=[O:21])[N:17]([CH3:20])[C:18]=1[CH3:19].O1C=CC=C1P(C1OC=CC=1)C1OC=CC=1.[CH3:40][O:41][C:42](=[O:64])[C@H:43]([CH2:55][C:56]1[CH:61]=[CH:60][C:59](I)=[C:58]([CH3:63])[CH:57]=1)[NH:44][C:45]([O:47][CH2:48][C:49]1[CH:54]=[CH:53][CH:52]=[CH:51][CH:50]=1)=[O:46].[Cl-].[NH4+]>C1COCC1.CC(N(C)C)=O.[Zn].C1C=CC(/C=C/C(/C=C/C2C=CC=CC=2)=O)=CC=1.C1C=CC(/C=C/C(/C=C/C2C=CC=CC=2)=O)=CC=1.[Pd]>[CH3:40][O:41][C:42](=[O:64])[C@H:43]([CH2:55][C:56]1[CH:61]=[CH:60][C:59]([C:13]2[C:14](=[O:23])[N:15]([CH3:22])[C:16](=[O:21])[N:17]([CH3:20])[C:18]=2[CH3:19])=[C:58]([CH3:63])[CH:57]=1)[NH:44][C:45]([O:47][CH2:48][C:49]1[CH:54]=[CH:53][CH:52]=[CH:51][CH:50]=1)=[O:46] |f:6.7,11.12.13|. Reported procedure: To a suspension of zinc dust (15 mmol, 0.98 g) in THF (1.5 mL) was added 1,2-dibromoethane (1 mmol, 0.13 mL) at room temperature. This suspension was heated to 60-65° C. with a heat gun until evolution of ethylene gas ceased. Then, the suspension was cooled to room temperature and trimethylchlorosilane (0.5 mmol, 70 uL) was added and the mixture was stirred for 15 min. A suspension of 5-iodo-1,3,6-trimethyl uracil (2.5 mmol, 700 mg) in DMA (2 mL) was warmed to obtain a clear solution and was add...